The task is: describe an organic reaction: reactants, conditions, products, and yield. This data is from the Open Reaction Database (ORD), a public repository of structured organic reaction records. Reported procedure: A solution of 5-fluoro-1-{3-fluoro-4-[(phenylmethyl)oxy]phenyl}-4-[(phenylmethyl)oxy]-1H-indole (D7) (143 mg) in ethyl acetate (8 mL) was passed through the H-cube at 1 mL/min with 1 Bar H2 pressure. The solution was evaporated and purified by chromatography on silica gel (elution with 0-50% ethyl acetate in hexane) to give the title compound (E5) as an off white solid (65 mg). Reaction SMILES: [F:1][C:2]1[C:3]([O:26]CC2C=CC=CC=2)=[C:4]2[C:8](=[CH:9][CH:10]=1)[N:7]([C:11]1[CH:16]=[CH:15][C:14]([O:17]CC3C=CC=CC=3)=[C:13]([F:25])[CH:12]=1)[CH:6]=[CH:5]2>C(OCC)(=O)C>[F:1][C:2]1[CH:10]=[CH:9][C:8]2[N:7]([C:11]3[CH:16]=[CH:15][C:14]([OH:17])=[C:13]([F:25])[CH:12]=3)[CH:6]=[CH:5][C:4]=2[C:3]=1[OH:26]. Run in C(C)(=O)OCC (ethyl acetate). Starting materials: FC=1C(=C2C=CN(C2=CC1)C1=CC(=C(C=C1)OCC1=CC=CC=C1)F)OCC1=CC=CC=C1 (5-fluoro-1-{3-fluoro-4-[(phenylmethyl)oxy]phenyl}-4-[(phenylmethyl)oxy]-1H-indole). Product: FC1=C(C=2C=CN(C2C=C1)C1=CC(=C(C=C1)O)F)O (5-fluoro-1-(3-fluoro-4-hydroxyphenyl)-1H-indol-4-ol), solid. The reactants are CC(C)(C)[O-], CSc1nccc(Cl)n1, [K+], [K], N#CN, N#CN, CN(C)C=O. Product: CSc1nccc(NC#N)n1. As a reaction SMILES: [CH3:4][C:5]([CH3:6])([O-:7])[CH3:8].[Cl:14][c:15]1[n:16][c:17]([S:21][CH3:22])[n:18][cH:19][cH:20]1.[K+:9].[K:13].[N:10]#[C:11][NH2:12].[NH2:1][C:2]#[N:3].[O:23]=[CH:24][N:25]([CH3:26])[CH3:27]>>[NH:1]([C:2]#[N:3])[c:15]1[n:16][c:17]([S:21][CH3:22])[n:18][cH:19][cH:20]1. Reactants: [Si](C1=CC=CC=C1)(C1=CC=CC=C1)(C(C)(C)C)OC1CN(C1)C=1SC=C(N1)C(N(C(C)C)CCO)=O (3-t-butyldiphenylsilyloxy-1-{4-[N-(2-hydroxyethyl)-N-isopropyl-carbamoyl]-1,3-thiazol-2-yl}azetidine), [F-].C(CCC)[N+](CCCC)(CCCC)CCCC (tetra-n-butylammonium fluoride), ice. Solvent: O1CCCC1 (tetrahydrofuran), O1CCCC1 (tetrahydrofuran). The product is OC1CN(C1)C=1SC=C(N1)C(N(C(C)C)CCO)=O (3-hydroxy-1-{4-[N-(2-hydroxyethyl)-N-isopropyl-carbamoyl]-1,3-thiazol-2-yl}azetidine). The yield is 98.1%. Reaction SMILES: [Si]([O:18][CH:19]1[CH2:22][N:21]([C:23]2[S:24][CH:25]=[C:26]([C:28](=[O:36])[N:29]([CH2:33][CH2:34][OH:35])[CH:30]([CH3:32])[CH3:31])[N:27]=2)[CH2:20]1)(C(C)(C)C)(C1C=CC=CC=1)C1C=CC=CC=1.[F-].C([N+](CCCC)(CCCC)CCCC)CCC>O1CCCC1>[OH:18][CH:19]1[CH2:22][N:21]([C:23]2[S:24][CH:25]=[C:26]([C:28](=[O:36])[N:29]([CH2:33][CH2:34][OH:35])[CH:30]([CH3:31])[CH3:32])[N:27]=2)[CH2:20]1 |f:1.2|. Procedure details: To a solution of 3-t-butyldiphenylsilyloxy-1-{4-[N-(2-hydroxyethyl)-N-isopropyl-carbamoyl]-1,3-thiazol-2-yl}azetidine (2.49 g, 4.75 mmol) (obtained as described in Reference Example 59(1)) in anhydrous tetrahydrofuran (100 ml) was added a solution of 1.0M tetra-n-butylammonium fluoride in tetrahydrofuran (5.70 ml, 5.70 mmol) in an ice bath. The mixture was stirred in the ice bath for 1 hour. After checking the completion of the reaction, the reaction mixture was concentrated under reduced pressu... The reactants are N#N (N2), C1(=CC=CC=C1)C1=C(N=CO1)C(=O)O (5-phenyloxazole-4-carboxylic acid), C=1C=CC2=C(C1)N=NN2O (HOBt), C(CCl)Cl (EDC), CCN(C(C)C)C(C)C (DIPEA), COCC=1SC=C(N1)CN1N=CC(=N1)N (2-((2-(methoxymethyl)thiazol-4-yl)methyl)-2H-1,2,3-triazol-4-amine). The reagents and catalysts are CN(C)C=1C=CN=CC1 (DMAP). Run in C(Cl)Cl (CH2Cl2), C(Cl)Cl (CH2Cl2), C(Cl)Cl (CH2Cl2). Reaction conditions: time 45 minute. Yields the product COCC=1SC=C(N1)CN1N=CC(=N1)NC(=O)C=1N=COC1C1=CC=CC=C1 (N-(2-((2-(methoxymethyl)thiazol-4-yl)methyl)-2H-1,2,3-triazol-4-yl)-5-phenyloxazole-4-carboxamide). RXN SMILES: N#N.[C:3]1([C:9]2[O:13][CH:12]=[N:11][C:10]=2[C:14]([OH:16])=O)[CH:8]=[CH:7][CH:6]=[CH:5][CH:4]=1.C1C=CC2N(O)N=NC=2C=1.C(Cl)CCl.CCN(C(C)C)C(C)C.[CH3:40][O:41][CH2:42][C:43]1[S:44][CH:45]=[C:46]([CH2:48][N:49]2[N:53]=[C:52]([NH2:54])[CH:51]=[N:50]2)[N:47]=1>C(Cl)Cl.CN(C1C=CN=CC=1)C>[CH3:40][O:41][CH2:42][C:43]1[S:44][CH:45]=[C:46]([CH2:48][N:49]2[N:53]=[C:52]([NH:54][C:14]([C:10]3[N:11]=[CH:12][O:13][C:9]=3[C:3]3[CH:4]=[CH:5][CH:6]=[CH:7][CH:8]=3)=[O:16])[CH:51]=[N:50]2)[N:47]=1. Procedure: In a flame dried round-bottomed flask equipped with a magnetic stir bar and under inert atmosphere (N2), a solution of commercially available 5-phenyloxazole-4-carboxylic acid (42 mg, 0.21 mmol) in CH2Cl2 (3.0 mL) was treated at rt with DMAP (6.6 mg, 0.05 mmol), HOBt (36 mg, 0.26 mmol), EDC (102 mg, 0.53 mmol) and DIPEA (0.16 mL, 0.96 mmol) and the resulting mixture was stirred for 45 min at rt. A solution of 2-((2-(methoxymethyl)thiazol-4-yl)methyl)-2H-1,2,3-triazol-4-amine (48 mg, 0.21 mmol) i... Reactants: CCOC(C)=O, CC1=C2C(CC(O)C3(C)C2CCC3C(C)CCC(=O)O)C2(C)CCC(O)CC2C1. Yields the product CC1=CC2CC(O)CCC2(C)C2CC(O)C3(C)C(C(C)CCC(=O)O)CCC3C12. Reaction SMILES: [CH3:30][CH2:31][O:32][C:33](=[O:34])[CH3:35].[OH:1][CH:2]1[CH2:3][CH:4]2[CH2:5][C:6]([CH3:29])=[C:7]3[CH:8]4[CH2:9][CH2:10][CH:11]([CH:12]([CH2:13][CH2:14][C:15](=[O:16])[OH:17])[CH3:18])[C:19]4([CH3:28])[CH:20]([OH:27])[CH2:21][CH:22]3[C:23]2([CH3:26])[CH2:24][CH2:25]1>>[OH:1][CH:2]1[CH2:3][CH:4]2[CH:5]=[C:6]([CH3:29])[CH:7]3[CH:8]4[CH2:9][CH2:10][CH:11]([CH:12]([CH2:13][CH2:14][C:15](=[O:16])[OH:17])[CH3:18])[C:19]4([CH3:28])[CH:20]([OH:27])[CH2:21][CH:22]3[C:23]2([CH3:26])[CH2:24][CH2:25]1. Reactants: COc1ccc(-c2sc3cc(OC)ccc3c2C(=O)c2ccc(OC)c(F)c2)cc1, CN(C)C=O. The product is COc1ccc(-c2sc3cc(OC)ccc3c2C(=O)c2ccc(O)c(F)c2)cc1. RXN SMILES: [CH3:1][O:2][c:3]1[cH:4][cH:5][c:6](-[c:9]2[c:10]([C:20](=[O:21])[c:22]3[cH:23][c:24]([F:30])[c:25]([O:28][CH3:29])[cH:26][cH:27]3)[c:11]3[c:12]([s:13]2)[cH:14][c:15]([O:18][CH3:19])[cH:16][cH:17]3)[cH:7][cH:8]1.[O:31]=[CH:32][N:33]([CH3:34])[CH3:35]>>[CH3:1][O:2][c:3]1[cH:4][cH:5][c:6](-[c:9]2[c:10]([C:20](=[O:21])[c:22]3[cH:23][c:24]([F:30])[c:25]([OH:28])[cH:26][cH:27]3)[c:11]3[c:12]([s:13]2)[cH:14][c:15]([O:18][CH3:19])[cH:16][cH:17]3)[cH:7][cH:8]1.